Dataset: the Open Reaction Database (ORD), a public repository of structured organic reaction records. Task: describe an organic reaction: reactants, conditions, products, and yield Reactants: c1ccc2c(c1)CCN2, CN(C)C=O, O=[N+]([O-])c1cc(Cl)ccc1Cl. Product: O=[N+]([O-])c1cc(Cl)ccc1N1CCc2ccccc21. Reaction SMILES: [CH2:12]1[CH2:13][c:14]2[cH:15][cH:16][cH:17][cH:18][c:19]2[NH:20]1.[CH3:21][N:22]([CH3:23])[CH:24]=[O:25].[Cl:1][c:2]1[c:3]([N+:9](=[O:10])[O-:11])[cH:4][c:5]([Cl:8])[cH:6][cH:7]1>>[c:2]1([N:20]2[CH2:12][CH2:13][c:14]3[cH:15][cH:16][cH:17][cH:18][c:19]32)[c:3]([N+:9](=[O:10])[O-:11])[cH:4][c:5]([Cl:8])[cH:6][cH:7]1. The reactants are FC1=CC=C(C=C1)C1=C(CCC1)C1=CC=C(C=C1)SC (1-[2-(4-fluorophenyl)cyclopenten-1-yl]-4-(methylthio)benzene), OOS(=O)[O-].[K+] (Oxone), KHSO5, OS(=O)(=O)[O-].[K+] (KHSO4), CO (methanol). The solvent is O (water). Reaction conditions: time 4 hour. Product: FC1=CC=C(C=C1)C1=C(CCC1)C1=CC=C(C=C1)S(=O)(=O)C (1-[2-(4-fluorophenyl)cyclopenten-1-yl]-4-(methylsulfonyl)benzene). Isolated yield 54.0%. Reaction SMILES: [F:1][C:2]1[CH:7]=[CH:6][C:5]([C:8]2[CH2:12][CH2:11][CH2:10][C:9]=2[C:13]2[CH:18]=[CH:17][C:16](SC)=[CH:15][CH:14]=2)=[CH:4][CH:3]=1.O[O:22][S:23]([O-:25])=O.[K+].OS([O-])(=O)=O.[K+].[CH3:33]O>O>[F:1][C:2]1[CH:3]=[CH:4][C:5]([C:8]2[CH2:12][CH2:11][CH2:10][C:9]=2[C:13]2[CH:14]=[CH:15][C:16]([S:23]([CH3:33])(=[O:25])=[O:22])=[CH:17][CH:18]=2)=[CH:6][CH:7]=1 |f:1.2,3.4|. Reported procedure: A solution of 1.5 g (5. mmol) of 1-[2-(4-fluorophenyl) cyclopenten-1-yl]-4-(methylthio)benzene (Step 3) in 46 mL of methanol/thf (1:1) was slowly treated with 5.2 g (8.4 mmol) of Oxone® [2 KHSO5.KHSO4.K2SO4 ] in 23 mL of water. After stirring for 4 h, the solvent was removed in vacuo. The residue was dissolved in ethyl acetate and washed with water and brine, dried (MgSO4), and reconcentrated. Recrystallization from ethyl acetate/hexane provided 960 mg (54%) of 1-[2-(4-fluorophenyl)cyclopenten-1... The reactants are C(C)(C)(C)OC(=O)NCC1=C(C=CC=C1)C1=CC=C(C=C1)CO (2′-[(t-butoxycarbonylamino)methyl]-1,1′-biphenyl-4-methanol), methanesulfonate ester, methanesulfonate ester, C(C1=CC=CC=C1)OC(=O)NC(C(=O)N[C@@H]1CCC2=C(NC1=O)C=CC1=CC=CC=C12)(C)C (2-Benzyloxycarbonylamino-2-methyl-N-[2,3,4,5-tetrahydro-4-oxo-1H-naphtho[2,1-b]azepin-3(R)-yl]propanamide), [H-].[Na+] (sodium hydride). The solvent is CN(C=O)C (dimethylformamide), CN(C=O)C (dimethylformamide). Reaction conditions: time 15 minute. Product: C(C1=CC=CC=C1)OC(=O)NC(C(=O)N[C@@H]1CC(C2=C(NC1=O)C=CC1=CC=CC=C12)CC1=CC=C(C=C1)C1=C(C=CC=C1)CNC(=O)OC(C)(C)C)(C)C (2-Benzyloxycarbonylamino-2-methyl-N-[2,3,4,5-tetra-hydro-4-oxo-1-[[2′-[(t-butoxycarbonylamino)methyl]-[1,1′-biphenyl]-4-yl]methyl]-1H-naphtho[2,1-b]azepin-3(R)-yl]-propanamide). Reaction SMILES: [CH2:1]([O:8][C:9]([NH:11][C:12]([CH3:33])([CH3:32])[C:13]([NH:15][C@H:16]1[C:22](=[O:23])[NH:21][C:20]2[CH:24]=[CH:25][C:26]3[C:31]([C:19]=2[CH2:18][CH2:17]1)=[CH:30][CH:29]=[CH:28][CH:27]=3)=[O:14])=[O:10])[C:2]1[CH:7]=[CH:6][CH:5]=[CH:4][CH:3]=1.[H-].[Na+].[C:36]([O:40][C:41]([NH:43][CH2:44][C:45]1[CH:50]=[CH:49][CH:48]=[CH:47][C:46]=1[C:51]1[CH:56]=[CH:55][C:54]([CH2:57]O)=[CH:53][CH:52]=1)=[O:42])([CH3:39])([CH3:38])[CH3:37]>CN(C)C=O>[CH2:1]([O:8][C:9]([NH:11][C:12]([CH3:33])([CH3:32])[C:13]([NH:15][C@H:16]1[C:22](=[O:23])[NH:21][C:20]2[CH:24]=[CH:25][C:26]3[C:31]([C:19]=2[CH:18]([CH2:57][C:54]2[CH:53]=[CH:52][C:51]([C:46]4[CH:47]=[CH:48][CH:49]=[CH:50][C:45]=4[CH2:44][NH:43][C:41]([O:40][C:36]([CH3:39])([CH3:38])[CH3:37])=[O:42])=[CH:56][CH:55]=2)[CH2:17]1)=[CH:30][CH:29]=[CH:28][CH:27]=3)=[O:14])=[O:10])[C:2]1[CH:3]=[CH:4][CH:5]=[CH:6][CH:7]=1 |f:1.2|. Reported procedure: To a solution of 2-benzyloxycarbonylamino-2-methyl-N-[2,3,4,5-tetrahydro-4-oxo-1H-naphtho[2,1-b]azepin-3(R)-yl]prop-anamide (Step A) in dry dimethylformamide under nitrogen at 0° C. is added of 60% sodium hydride/oil dispersion (1.05 eq.). After stirring for 15 minutes, a solution of 2′-[(t-butoxycarbonylamino)methyl]-1,1′-biphenyl-4-methanol, methanesulfonate ester (Step F) in dimethylformamide is added by cannula. The flask which originally contained the methanesulfonate ester is rinsed with d... The reactants are CSC1=NC=CC(=N1)CC(C)=O (1-(2-Methylsulfanyl-pyrimidin-4-yl)-propan-2-one), CN(C)C(OC)OC (DMF-DMA). Run at temperature 80 celsius, time 2 hour. Yields the product CN(C=C(C(C)=O)C1=NC(=NC=C1)SC)C (4-Dimethylamino-3-(2-methylsulfanyl-pyrimidin-4-yl)-but-3-en-2-one). Isolated yield 49.3%. Reaction SMILES: [CH3:1][S:2][C:3]1[N:8]=[C:7]([CH2:9][C:10](=[O:12])[CH3:11])[CH:6]=[CH:5][N:4]=1.[CH3:13][N:14]([CH:16](OC)OC)[CH3:15]>>[CH3:13][N:14]([CH3:16])[CH:15]=[C:9]([C:7]1[CH:6]=[CH:5][N:4]=[C:3]([S:2][CH3:1])[N:8]=1)[C:10](=[O:12])[CH3:11]. Procedure: 1-(2-Methylsulfanyl-pyrimidin-4-yl)-propan-2-one (17) (1.93 g, 10.59 mmol) was taken up in DMF-DMA (20 mL, 149 mmol) and the resulting reaction was warmed to 80° C. and stirred for 2 hours. The solvent was evaporated and the crude residue partitioned between DCM and water. The organic layer was washed with brine, dried with sodium sulfate, and concentrated. The crude residue was purified by flash column chromatography with a gradient of 1-12% MeOH in DCM to give the desired product as a brown/or... Reactants: NC1=C(C=C(C(=O)OC)C=C1)F (methyl 4-amino-3-fluorobenzoate), ClCCCS(=O)(=O)Cl (3-chloropropane-1-sulfonyl chloride). Product: O=S1(N(CCC1)C1=C(C=C(C(=O)O)C=C1)F)=O (4-(1,1-dioxo-1λ6-isothiazolidin-2-yl)-3-fluorobenzoic acid). Reaction SMILES: [NH2:1][C:2]1[CH:11]=[CH:10][C:5]([C:6]([O:8]C)=[O:7])=[CH:4][C:3]=1[F:12].Cl[CH2:14][CH2:15][CH2:16][S:17](Cl)(=[O:19])=[O:18]>>[O:18]=[S:17]1(=[O:19])[CH2:16][CH2:15][CH2:14][N:1]1[C:2]1[CH:11]=[CH:10][C:5]([C:6]([OH:8])=[O:7])=[CH:4][C:3]=1[F:12]. Procedure details: Using methyl 4-amino-3-fluorobenzoate (1.12 g) and 3-chloropropane-1-sulfonyl chloride (1.06 mL) and by the reaction and treatment in the same manner as in Preparation Example 16, the title compound (1.04 g) was obtained. Reactants: ClC1=C(C(=NC=N1)NC1=CC(=NC=C1)Cl)[N+](=O)[O-] (N-(6-Chloro-5-nitro-4-pyrimidinyl)-N-(2-chloro-4-pyridyl)amine). The reagents and catalysts are [Zn] (zinc). The solvent is C(C)O (ethanol), C(C)(=O)O (acetic acid). Run at time 1 hour. The product is ClC1=NC=CC(=C1)NC1=NC=NC(=C1N)Cl (N4-(2-Chloro-4-pyridyl)-6-chloro-4,5-pyrimidine diamine). Isolated yield 128.4%. RXN SMILES: [Cl:1][C:2]1[N:7]=[CH:6][N:5]=[C:4]([NH:8][C:9]2[CH:14]=[CH:13][N:12]=[C:11]([Cl:15])[CH:10]=2)[C:3]=1[N+:16]([O-])=O>C(O)C.C(O)(=O)C.[Zn]>[Cl:15][C:11]1[CH:10]=[C:9]([NH:8][C:4]2[C:3]([NH2:16])=[C:2]([Cl:1])[N:7]=[CH:6][N:5]=2)[CH:14]=[CH:13][N:12]=1. Procedure details: N-(6-Chloro-5-nitro-4-pyrimidinyl)-N-(2-chloro-4-pyridyl)amine (2.2 g, 7.6 mmol) was suspended in 44 ml ethanol and 4.4 ml acetic acid, and 2.2 g zinc powder was added little by little thereto at 0° C. The reaction solution was returned to room temperature and stirred for 1 hour, and then the insoluble matters were filtered off. The filtrate was concentrated and suspended in water, and the resulting solid was collected by filtration and air-dried, to give 2.5 g of the title compound in crude for... Reactants: C(C)(=O)Cl (acetyl chloride), C1(CC1)C(C=C(CO)F)C1=CC=C(C=C1)OCC (4-cyclopropyl-4-(4-ethoxyphenyl)-2-fluorobut-2-enol), C1=CC=CC=C1 (benzene). Solvent: N1=CC=CC=C1 (pyridine). Product: C(C)(=O)OCC(=CC(C1=CC=C(C=C1)OCC)C1CC1)F (4-Cyclopropyl-4-(4-ethoxyphenyl)-2-fluorobut-2-enyl acetate). Yield: 99.0%. As a reaction SMILES: [C:1](Cl)(=[O:3])[CH3:2].[CH:5]1([CH:8]([C:14]2[CH:19]=[CH:18][C:17]([O:20][CH2:21][CH3:22])=[CH:16][CH:15]=2)[CH:9]=[C:10]([F:13])[CH2:11][OH:12])[CH2:7][CH2:6]1.C1C=CC=CC=1>N1C=CC=CC=1>[C:1]([O:12][CH2:11][C:10]([F:13])=[CH:9][CH:8]([CH:5]1[CH2:6][CH2:7]1)[C:14]1[CH:19]=[CH:18][C:17]([O:20][CH2:21][CH3:22])=[CH:16][CH:15]=1)(=[O:3])[CH3:2]. Procedure details: The method of Example 11 was repeated using acetyl chloride (1.2 ml), 4-cyclopropyl-4-(4-ethoxyphenyl)-2-fluorobut-2-enol (Example 7) (0.65 g), benzene (34 ml) and pyridine (0.24 ml) to yield the title compound (0.75 g, 99%).